This data is from the Open Reaction Database (ORD), a public repository of structured organic reaction records. The task is: describe an organic reaction: reactants, conditions, products, and yield Starting materials: [N+](=O)([O-])C=1C=C(C(=O)NC2=CC=C(C=C2)Br)C=CC1NC (3-Nitro-N-(4-bromophenyl)-4-methylaminobenzamide), C1CCOC1 (THF), Pt on-carbon. Run in CO (MeOH). Run at time 4 hour. The product is NC=1C=C(C(=O)NC2=CC=C(C=C2)Br)C=CC1NC (3-Amino-N-(4-bromophenyl)-4-methylaminobenzamide). Reaction SMILES: [N+:1]([C:4]1[CH:5]=[C:6]([CH:17]=[CH:18][C:19]=1[NH:20][CH3:21])[C:7]([NH:9][C:10]1[CH:15]=[CH:14][C:13]([Br:16])=[CH:12][CH:11]=1)=[O:8])([O-])=O.C1COCC1>CO>[NH2:1][C:4]1[CH:5]=[C:6]([CH:17]=[CH:18][C:19]=1[NH:20][CH3:21])[C:7]([NH:9][C:10]1[CH:11]=[CH:12][C:13]([Br:16])=[CH:14][CH:15]=1)=[O:8]. Procedure details: A mixture of 3-Nitro-N-(4-bromophenyl)-4-methylaminobenzamide (120 mg, 0.34 mmol), 10 ml THF, 10 ml MeOH and 30 mg 5%-Pt-on-carbon was stirred for 4 h under a hydrogen atmosphere (3.5 bar). The catalyst was removed by filtration and the mixture was concentrated and used in the next step without further purification. The solvent is CN(C)C=O (DMF). Procedure details: To a solution of 5-tert-butyl-4-hydroxy-2-methylbenzoic acid methyl ester from Example BBB (15.1 g, 68 mmol) in DMF (150 mL) was added NaH (3.3 g of a 60% dispersion, 82 mmol), and the mixture was stirred at room temperature for 1 hour. N,N-Dimethylthiocarbamoyl chloride (10.1 g, 82 mmol) was added all at once; the reaction mixture was stirred at 55° C. for 36 hours and then cooled to room temperature. H2O (200 mL) was added, and the solution was extracted with EtOAc. The combined extracts were ... Starting materials: COC(C1=C(C=C(C(=C1)C(C)(C)C)O)C)=O (5-tert-butyl-4-hydroxy-2-methylbenzoic acid methyl ester), O (H2O), [H-].[Na+] (NaH), CN(C(=S)Cl)C (N,N-Dimethylthiocarbamoyl chloride). RXN SMILES: [CH3:1][O:2][C:3](=[O:16])[C:4]1[CH:9]=[C:8]([C:10]([CH3:13])([CH3:12])[CH3:11])[C:7]([OH:14])=[CH:6][C:5]=1[CH3:15].[H-].[Na+].[CH3:19][N:20]([CH3:24])[C:21](Cl)=[S:22].O>CN(C=O)C>[CH3:1][O:2][C:3](=[O:16])[C:4]1[CH:9]=[C:8]([C:10]([CH3:11])([CH3:12])[CH3:13])[C:7]([O:14][C:21](=[S:22])[N:20]([CH3:24])[CH3:19])=[CH:6][C:5]=1[CH3:15] |f:1.2|. Yields the product COC(C1=C(C=C(C(=C1)C(C)(C)C)OC(N(C)C)=S)C)=O (5-tert-Butyl-4-dimethylthiocarbamoyloxy-2-methyl-benzoic acid methyl ester). Reaction conditions: time 1 hour. The reactants are CS(C)=O, Cc1ccccc1-c1nc2c(C)cccc2cc1CCl, [N-]=[N+]=[N-], [Na+]. Product: Cc1ccccc1-c1nc2c(C)cccc2cc1CN. RXN SMILES: [CH3:25][S:26]([CH3:27])=[O:28].[Cl:1][CH2:2][c:3]1[c:4](-[c:14]2[c:15]([CH3:20])[cH:16][cH:17][cH:18][cH:19]2)[n:5][c:6]2[c:7]([CH3:13])[cH:8][cH:9][cH:10][c:11]2[cH:12]1.[N-:21]=[N+:22]=[N-:23].[Na+:24]>>[CH2:2]([c:3]1[c:4](-[c:14]2[c:15]([CH3:20])[cH:16][cH:17][cH:18][cH:19]2)[n:5][c:6]2[c:7]([CH3:13])[cH:8][cH:9][cH:10][c:11]2[cH:12]1)[NH2:21]. Starting materials: CCCNC(=O)C1CCC2C3CCc4cc(OS(N)(=O)=O)ccc4C3CCC12C, CCCN(C)C(=O)C1=CCC2C3CCc4cc(OS(N)(=O)=O)ccc4C3CCC12C. Product: CCCN(C)C(=O)C1CCC2C3CCc4cc(OS(N)(=O)=O)ccc4C3CCC12C. As a reaction SMILES: [S:1](=[O:2])(=[O:3])([O:4][c:5]1[cH:6][cH:7][c:8]2[c:27]([cH:28]1)[CH2:26][CH2:25][CH:10]1[CH:9]2[CH2:14][CH2:13][C:12]2([CH3:15])[CH:11]1[CH2:24][CH2:23][CH:16]2[C:17](=[O:18])[NH:19][CH2:20][CH2:21][CH3:22])[NH2:29].[S:30]([NH2:31])([O:32][c:33]1[cH:34][c:35]2[c:48]([cH:49][cH:50]1)[CH:47]1[CH:38]([CH2:37][CH2:36]2)[CH:39]2[CH2:40][CH:41]=[C:42]([C:51]([N:52]([CH2:53][CH2:54][CH3:55])[CH3:56])=[O:57])[C:43]2([CH3:44])[CH2:45][CH2:46]1)(=[O:58])=[O:59]>>[S:30]([NH2:31])([O:32][c:33]1[cH:34][c:35]2[c:48]([cH:49][cH:50]1)[CH:47]1[CH:38]([CH2:37][CH2:36]2)[CH:39]2[CH2:40][CH2:41][CH:42]([C:51]([N:52]([CH2:53][CH2:54][CH3:55])[CH3:56])=[O:57])[C:43]2([CH3:44])[CH2:45][CH2:46]1)(=[O:58])=[O:59].